This data is from the Open Reaction Database (ORD), a public repository of structured organic reaction records. The task is: describe an organic reaction: reactants, conditions, products, and yield Starting materials: CCO, N, CS(=O)(=O)Nc1cc2c(cc1Oc1ccc(F)cc1F)C(=NO)CC2. The product is CS(=O)(=O)Nc1cc2c(cc1Oc1ccc(F)cc1F)C(N)CC2. RXN SMILES: [CH3:27][CH2:28][OH:29].[NH3:26].[OH:1][N:2]=[C:3]1[CH2:4][CH2:5][c:6]2[cH:7][c:8]([NH:21][S:22](=[O:23])(=[O:24])[CH3:25])[c:9]([O:12][c:13]3[c:14]([F:20])[cH:15][c:16]([F:19])[cH:17][cH:18]3)[cH:10][c:11]21>>[NH2:2][CH:3]1[CH2:4][CH2:5][c:6]2[cH:7][c:8]([NH:21][S:22](=[O:23])(=[O:24])[CH3:25])[c:9]([O:12][c:13]3[c:14]([F:20])[cH:15][c:16]([F:19])[cH:17][cH:18]3)[cH:10][c:11]21. Reactants: BrC1=C(C(=CC(=C1)C(C(F)(F)F)(C(F)(F)F)F)Br)NC(=O)C=1C(=C(C=CC1)N(C(=O)C1=CC=NC=C1)C)OC (N-[3-[[2,6-dibromo-4-[1,2,2,2-tetrafluoro-1-(trifluoromethyl)ethyl]phenyl]carbamoyl]-2-methoxy-phenyl]-N-methyl-pyridine-4-carboxamide), [H-].[Na+] (sodium hydride), O (water), IC (iodomethane). Solvent: CN(C=O)C (N,N-dimethylformamide). Reaction conditions: time 0.5 hour. The product is BrC1=C(C(=CC(=C1)C(C(F)(F)F)(C(F)(F)F)F)Br)N(C(=O)C=1C(=C(C=CC1)N(C(=O)C1=CC=NC=C1)C)OC)C (N-[3-[[2,6-dibromo-4-[1,2,2,2-tetrafluoro-1-(trifluoromethyl)ethyl]phenyl]-methyl-carbamoyl]-2-methoxy-phenyl]-N-methyl-pyridine-4-carboxamide). RXN SMILES: [Br:1][C:2]1[CH:7]=[C:6]([C:8]([F:17])([C:13]([F:16])([F:15])[F:14])[C:9]([F:12])([F:11])[F:10])[CH:5]=[C:4]([Br:18])[C:3]=1[NH:19][C:20]([C:22]1[C:23]([O:38][CH3:39])=[C:24]([N:28]([CH3:37])[C:29]([C:31]2[CH:36]=[CH:35][N:34]=[CH:33][CH:32]=2)=[O:30])[CH:25]=[CH:26][CH:27]=1)=[O:21].[H-].[Na+].I[CH3:43].O>CN(C)C=O>[Br:1][C:2]1[CH:7]=[C:6]([C:8]([F:17])([C:9]([F:10])([F:11])[F:12])[C:13]([F:14])([F:15])[F:16])[CH:5]=[C:4]([Br:18])[C:3]=1[N:19]([CH3:43])[C:20]([C:22]1[C:23]([O:38][CH3:39])=[C:24]([N:28]([CH3:37])[C:29]([C:31]2[CH:32]=[CH:33][N:34]=[CH:35][CH:36]=2)=[O:30])[CH:25]=[CH:26][CH:27]=1)=[O:21] |f:1.2|. Procedure details: To a solution of N-[3-[[2,6-dibromo-4-[1,2,2,2-tetrafluoro-1-(trifluoromethyl)ethyl]phenyl]carbamoyl]-2-methoxy-phenyl]-N-methyl-pyridine-4-carboxamide (0.100 g, 0.145 mmole) in N,N-dimethylformamide (4 ml) was added sodium hydride (55% suspension in oil, 0.0067 g, 0.153 mmole). After the gas evolution had stopped, iodomethane (0.010 ml, 0.023 g, 0.160 mmole) was added. After 0.5 hour, the reaction mixture was poured on to water (15 ml) and the product was extracted with ethyl acetate. The organ... Starting materials: C1(=CC=CC=C1)C1=C(N=C2C(=N1)CCCN2)C2=CC=CC=C2 (2,3-Diphenyl-5,6,7,8-tetrahydropyrido[3,2-b]pyrazine), BrCCCCCC(=O)OCC (ethyl 6-bromohexanoate). The product is C1(=CC=CC=C1)C1=C(N=C2C(=N1)CCCN2CCCCCC(=O)O)C2=CC=CC=C2 (6-(2,3-Diphenyl-7,8-dihydropyrido[3,2-b]pyrazin-5(6H)-yl)hexanoic acid). Reaction SMILES: [C:1]1([C:7]2[N:12]=[C:11]3[CH2:13][CH2:14][CH2:15][NH:16][C:10]3=[N:9][C:8]=2[C:17]2[CH:22]=[CH:21][CH:20]=[CH:19][CH:18]=2)[CH:6]=[CH:5][CH:4]=[CH:3][CH:2]=1.Br[CH2:24][CH2:25][CH2:26][CH2:27][CH2:28][C:29]([O:31]CC)=[O:30]>>[C:1]1([C:7]2[N:12]=[C:11]3[CH2:13][CH2:14][CH2:15][N:16]([CH2:24][CH2:25][CH2:26][CH2:27][CH2:28][C:29]([OH:31])=[O:30])[C:10]3=[N:9][C:8]=2[C:17]2[CH:18]=[CH:19][CH:20]=[CH:21][CH:22]=2)[CH:2]=[CH:3][CH:4]=[CH:5][CH:6]=1. Reported procedure: This compound was prepared from 2,3-diphenyl-5,6,7,8-tetrahydropyrido[3,2-b]pyrazine (Example 4.1 step 1) and ethyl 6-bromohexanoate analogously to 7-(6,7-diphenyl-3,4-dihydro-1,8-naphthyridin-1(2H)-yl)heptanoic acid (Example 1 step 1 and step 2. Step 1 was carried out using microwave radiation). Starting materials: COC(=O)Cl (chloroformic acid methyl ester), S(=O)(=O)(O)O.COC(N)=N (O-methylisourea sulfate), [OH-].[Na+] (NaOH). The solvent is O (water), O (water). Run at time 3 hour. Product: COC(=O)NC(OC)=N (N-methoxycarbonyl-O-methylisourea). Reaction SMILES: S(O)(O)(=O)=O.[CH3:6][O:7][C:8](=[NH:10])[NH2:9].[CH3:11][O:12][C:13](Cl)=[O:14].[OH-].[Na+]>O>[CH3:11][O:12][C:13]([NH:10][C:8](=[NH:9])[O:7][CH3:6])=[O:14] |f:0.1,3.4|. Procedure details: 246 g of O-methylisourea sulfate are dissolved in 300 ml of water and 163 ml of chloroformic acid methyl ester are added dropwise at 10° C., followed by 170 g of NaOH, dissolved in 510 ml of water. The mixture is stirred at room temperature for a further 3 hours. The reaction solution is then extracted with ethyl acetate and this extract is dried with anhydrous sodium sulfate. Evaporation under reduced pressure at a maximum bath temperature of 40° C. gives the N-methoxycarbonyl-O-methylisourea a... Reactants: C(O)CN (ethanolamine), C(C(=O)Cl)(=O)Cl (oxalyl chloride), ClC1=NC(=NC(=C1)Cl)SCC(=O)O ((4,6-dichloro-2-pyrimidinyl-thio)-acetic acid). Solvent: C(Cl)(Cl)Cl (chloroform), C(Cl)(Cl)Cl (chloroform), C1=CC=CC=C1 (benzene), C1=CC=CC=C1 (benzene), C(Cl)(Cl)Cl (chloroform). Conditions: temperature 40 celsius, time 10 minute. Product: ClC1=NC(=NC(=C1)Cl)SCC(=O)NCCO ((4,6-Dichloro-2-pyrimidinyl-thio)-(N-β-hydroxyethyl)-acetamide). As a reaction SMILES: [Cl:1][C:2]1[CH:7]=[C:6]([Cl:8])[N:5]=[C:4]([S:9][CH2:10][C:11]([OH:13])=O)[N:3]=1.C(Cl)(=O)C(Cl)=O.[CH2:20]([CH2:22][NH2:23])[OH:21]>C1C=CC=CC=1.C(Cl)(Cl)Cl>[Cl:8][C:6]1[CH:7]=[C:2]([Cl:1])[N:3]=[C:4]([S:9][CH2:10][C:11]([NH:23][CH2:22][CH2:20][OH:21])=[O:13])[N:5]=1. Procedure: To a suspension of (4,6-dichloro-2-pyrimidinyl-thio)-acetic acid (2.390 g.) in anhydrous benzene (24 ml.), 1.27 ml. of oxalyl chloride in anhydrous benzene (6 ml.) was added at room temperature. The reaction mixture was heated, with agitation, to 40° C., for 30 minutes and held for another 10 minutes at 60° C. The solvent was evaporated under vacuum to give an oily residue, which was taken up again in anhydrous chloroform (50 ml.). The chloroform solution was added drop by drop to a solution of ... Yields the product COc1cc(C2CCNCC2)ccc1Nc1ncc2ccc(-c3cccc(S(=O)(=O)NC(C)(C)C)c3)n2n1. RXN SMILES: [C:1]([O:2][C:3](=[O:4])[N:8]1[CH2:9][CH2:10][CH:11]([c:14]2[cH:15][c:16]([O:44][CH3:45])[c:17]([NH:20][c:21]3[n:22][n:23]4[c:24]([cH:25][n:26]3)[cH:27][cH:28][c:29]4-[c:30]3[cH:31][c:32]([S:36]([NH:37][C:38]([CH3:39])([CH3:40])[CH3:41])(=[O:42])=[O:43])[cH:33][cH:34][cH:35]3)[cH:18][cH:19]2)[CH2:12][CH2:13]1)([CH3:5])([CH3:6])[CH3:7].[CH3:47][CH2:48][O:49][C:50](=[O:51])[CH3:52].[Cl:53][CH2:54][Cl:55].[ClH:46]>>[NH:8]1[CH2:9][CH2:10][CH:11]([c:14]2[cH:15][c:16]([O:44][CH3:45])[c:17]([NH:20][c:21]3[n:22][n:23]4[c:24]([cH:25][n:26]3)[cH:27][cH:28][c:29]4-[c:30]3[cH:31][c:32]([S:36]([NH:37][C:38]([CH3:39])([CH3:40])[CH3:41])(=[O:42])=[O:43])[cH:33][cH:34][cH:35]3)[cH:18][cH:19]2)[CH2:12][CH2:13]1. The reactants are COc1cc(C2CCN(C(=O)OC(C)(C)C)CC2)ccc1Nc1ncc2ccc(-c3cccc(S(=O)(=O)NC(C)(C)C)c3)n2n1, CCOC(C)=O, ClCCl, Cl.